Dataset: the Open Reaction Database (ORD), a public repository of structured organic reaction records. Task: describe an organic reaction: reactants, conditions, products, and yield The reactants are C(#N)C=1N=C(C2=C(C=CC=C2C1)F)O[C@@H]1CN(CC1)C(=O)OC(C)(C)C ((S)-tert-butyl 3-((3-cyano-8-fluoroisoquinolin-1-yl)oxy)pyrrolidine-1-carboxylate), NN.O (NH2NH2—H2O). The solvent is CO (MeOH). Product: FC=1C=CC=C2C=C(N=C(C12)O[C@@H]1CN(CC1)C(=O)OC(C)(C)C)C(=N)NN ((S)-tert-butyl 3-((8-fluoro-3-(hydrazinyl(imino)methyl)isoquinolin-1-yl)oxy)pyrrolidine-1-carboxylate). As a reaction SMILES: [C:1]([C:3]1[N:4]=[C:5]([O:14][C@H:15]2[CH2:19][CH2:18][N:17]([C:20]([O:22][C:23]([CH3:26])([CH3:25])[CH3:24])=[O:21])[CH2:16]2)[C:6]2[C:11]([CH:12]=1)=[CH:10][CH:9]=[CH:8][C:7]=2[F:13])#[N:2].[NH2:27][NH2:28].O>CO>[F:13][C:7]1[CH:8]=[CH:9][CH:10]=[C:11]2[C:6]=1[C:5]([O:14][C@H:15]1[CH2:19][CH2:18][N:17]([C:20]([O:22][C:23]([CH3:26])([CH3:25])[CH3:24])=[O:21])[CH2:16]1)=[N:4][C:3]([C:1]([NH:27][NH2:28])=[NH:2])=[CH:12]2 |f:1.2|. Procedure details: To a mixture of (S)-tert-butyl 3-((3-cyano-8-fluoroisoquinolin-1-yl)oxy)pyrrolidine-1-carboxylate (600 mg, 1.61 mmol) in MeOH (15 mL) was added NH2NH2—H2O (10 mL) and the resulting mixture was heated to reflux for 2 hours. The solvent was removed in vacuo to afford the title compound as a white solid, which was used without further purification (500 mg).